Dataset: the Open Reaction Database (ORD), a public repository of structured organic reaction records. Task: describe an organic reaction: reactants, conditions, products, and yield The reactants are C(C)C1C(C2=C(C(=C(C=C2C1)OC)Cl)Cl)=O (2-ethyl-5-methoxy-6,7-dichloro-1-indanone), [H-].[Na+] (sodium hydride), C(CC)I (n-propyliodide). The solvent is COCCOC (1,2-dimethoxyethane). Product: C(C)C1(C(C2=C(C(=C(C=C2C1)OC)Cl)Cl)=O)CCC (2-Ethyl-2-n-propyl-5-methoxy-6,7-dichloro-1-indanone). RXN SMILES: [CH2:1]([CH:3]1[CH2:11][C:10]2[C:5](=[C:6]([Cl:15])[C:7]([Cl:14])=[C:8]([O:12][CH3:13])[CH:9]=2)[C:4]1=[O:16])[CH3:2].[H-].[Na+].[CH2:19](I)[CH2:20][CH3:21]>COCCOC>[CH2:1]([C:3]1([CH2:19][CH2:20][CH3:21])[CH2:11][C:10]2[C:5](=[C:6]([Cl:15])[C:7]([Cl:14])=[C:8]([O:12][CH3:13])[CH:9]=2)[C:4]1=[O:16])[CH3:2] |f:1.2|. Reported procedure: 2-Ethyl-2-n-propyl-5-methoxy-6,7-dichloro-1-indanone is prepared following substantially the same procedure described in Example 5, Step E, using the following substances: 2-ethyl-5-methoxy-6,7-dichloro-1-indanone (13 g., 0.05 mole), sodium hydride (1.3 g., 0.055 mole), 1,2-dimethoxyethane (500 ml.) and n-propyliodide (6 ml.). The above procedure gives 6.0 g. of 2-ethyl-2-n-propyl-5-methoxy-6,7-dichloro-1-indanone which after recrystallization from ethanol melts at 92° C.